This data is from the Open Reaction Database (ORD), a public repository of structured organic reaction records. The task is: describe an organic reaction: reactants, conditions, products, and yield The reactants are C(C)NC(NC1=CC(=C(C=N1)B(O)O)C=1SC=C(N1)C(F)(F)F)=O (6-(3-ethylureido)-4-(4-trifluoromethylthiazol-2-yl)pyridin-3-ylboronic acid), C(C)NC(NC1=CC(=C(C=N1)B(O)O)C=1SC=C(N1)C(F)(F)F)=O (6-(3-ethylureido)-4-(4-trifluoromethylthiazol-2-yl)pyridin-3-ylboronic acid), C(C)N1C=C(C(C2=CC=C(C=C12)I)=O)C(=O)OCC (ethyl 1-ethyl7-iodo-4-oxo-1,4-dihydroquinoline-3-carboxylate), C(C)N1C=C(C(C2=CC=C(C=C12)I)=O)C(=O)OCC (ethyl 1-ethyl7-iodo-4-oxo-1,4-dihydroquinoline-3-carboxylate), C([O-])([O-])=O.[K+].[K+] (potassium carbonate), C(C)(=O)OCC (ethyl acetate). The reagents and catalysts are Cl[Pd]([P](C1=CC=CC=C1)(C2=CC=CC=C2)C3=CC=CC=C3)([P](C4=CC=CC=C4)(C5=CC=CC=C5)C6=CC=CC=C6)Cl (trans-dichlorobis(triphenylphosphine)palladium). Solvent: O1CCOCC1 (1,4-dioxane), O (water). Reaction conditions: temperature 70 celsius, time 1.5 hour. The product is C(C)N1C=C(C(C2=CC=C(C=C12)C=1C=NC(=CC1C=1SC=C(N1)C(F)(F)F)NC(=O)NCC)=O)C(=O)OCC (ethyl 1-ethyl7-(6-(3-ethylureido)-4-(4-trifluoromethylthiazol-2-yl)pyridin-3-yl)-4-oxo-1,4-dihydroquinoline-3-carboxylate). Yield: 46.5%. Reaction SMILES: [CH2:1]([NH:3][C:4](=[O:24])[NH:5][C:6]1[N:11]=[CH:10][C:9](B(O)O)=[C:8]([C:15]2[S:16][CH:17]=[C:18]([C:20]([F:23])([F:22])[F:21])[N:19]=2)[CH:7]=1)[CH3:2].[CH2:25]([N:27]1[C:36]2[C:31](=[CH:32][CH:33]=[C:34](I)[CH:35]=2)[C:30](=[O:38])[C:29]([C:39]([O:41][CH2:42][CH3:43])=[O:40])=[CH:28]1)[CH3:26].C(=O)([O-])[O-].[K+].[K+].C(OCC)(=O)C>O1CCOCC1.O.Cl[Pd](Cl)([P](C1C=CC=CC=1)(C1C=CC=CC=1)C1C=CC=CC=1)[P](C1C=CC=CC=1)(C1C=CC=CC=1)C1C=CC=CC=1>[CH2:25]([N:27]1[C:36]2[C:31](=[CH:32][CH:33]=[C:34]([C:9]3[CH:10]=[N:11][C:6]([NH:5][C:4]([NH:3][CH2:1][CH3:2])=[O:24])=[CH:7][C:8]=3[C:15]3[S:16][CH:17]=[C:18]([C:20]([F:23])([F:22])[F:21])[N:19]=3)[CH:35]=2)[C:30](=[O:38])[C:29]([C:39]([O:41][CH2:42][CH3:43])=[O:40])=[CH:28]1)[CH3:26] |f:2.3.4,^1:65,84|. Reported procedure: To a slurry of 6-(3-ethylureido)-4-(4-trifluoromethylthiazol-2-yl)pyridin-3-ylboronic acid (Intermediate 17, 330 mg, 0.91 mmol), ethyl 1-ethyl7-iodo-4-oxo-1,4-dihydroquinoline-3-carboxylate (Intermediate 9, 281 mg, 0.75 mmol) and trans-dichlorobis(triphenylphosphine)palladium (II) (53 mg, 0.075 mmol) in 1,4-dioxane (8 ml) was added a solution of potassium carbonate (210 mg, 1.52 mmol) in water (3 ml). The reaction was stirred for 1.5 hours at 70° C. The reaction was cooled to room temperature, a... Starting materials: BrC1=C2C(C(=O)OC2=O)=C(C(=C1Br)Br)Br (3,4,5,6-Tetrabromophthalic anhydride), [OH-].[NH4+] (ammonium hydroxide). The solvent is O (water). The product is BrC1=C2C(C(=O)NC2=O)=C(C(=C1Br)Br)Br (3,4,5,6-tetrabromophthalimide). As a reaction SMILES: [Br:1][C:2]1[C:12]([Br:13])=[C:11]([Br:14])[C:10]([Br:15])=[C:4]2[C:5]([O:7][C:8](=O)[C:3]=12)=[O:6].[OH-].[NH4+:17]>O>[Br:1][C:2]1[C:12]([Br:13])=[C:11]([Br:14])[C:10]([Br:15])=[C:4]2[C:5]([NH:17][C:8](=[O:7])[C:3]=12)=[O:6] |f:1.2|. Procedure: 3,4,5,6-Tetrabromophthalic anhydride (100 grams; 0.217 mole) was charged into a glass reaction vessel. Concentrated ammonium hydroxide (300 ml) was incrementally added at room temperature with stirring. After the addition was completed the reaction slurry was heated with stirring for a period of about 2 hours resulting in the evaporation of most of the water present and leaving a yellow powder. The powder was further dried in a forced air oven and was then recrystallized from benzyl alcohol. The... Starting materials: CC1(CCCC=2C=CC(=CC12)C(=O)Cl)C (8,8-dimethyl-5,6,7,8-tetrahydro-2-naphthoyl chloride), OC1=C(C(=O)OC)C=CC(=C1)C#C[Si](C)(C)C (methyl 2-hydroxy-4-trimethylsilylethynylbenzoate), [Al+3].[Cl-].[Cl-].[Cl-] (AlCl3). Solvent: ClCCl (dichloromethane). Reaction conditions: time 8 hour. Yields the product OC1=C(C(=O)OC)C=CC(=C1)C#CC(C1=CC=2C(CCCC2C=C1)(C)C)=O (Methyl 2-hydroxy-4-[3-oxo-3-(8,8-dimethyl-5,6,7,8-tetrahydro-2-naphthyl)-1-propynyl]benzoate). As a reaction SMILES: [CH3:1][C:2]1([CH3:15])[C:11]2[CH:10]=[C:9]([C:12](Cl)=[O:13])[CH:8]=[CH:7][C:6]=2[CH2:5][CH2:4][CH2:3]1.[OH:16][C:17]1[CH:26]=[C:25]([C:27]#[C:28][Si](C)(C)C)[CH:24]=[CH:23][C:18]=1[C:19]([O:21][CH3:22])=[O:20].[Al+3].[Cl-].[Cl-].[Cl-]>ClCCl>[OH:16][C:17]1[CH:26]=[C:25]([C:27]#[C:28][C:12](=[O:13])[C:9]2[CH:8]=[CH:7][C:6]3[CH2:5][CH2:4][CH2:3][C:2]([CH3:15])([CH3:1])[C:11]=3[CH:10]=2)[CH:24]=[CH:23][C:18]=1[C:19]([O:21][CH3:22])=[O:20] |f:2.3.4.5|. Procedure details: 12 g (54 mmol) of 8,8-dimethyl-5,6,7,8-tetrahydro-2-naphthoyl chloride, 14.7 g (59 mmol) of methyl 2-hydroxy-4-trimethylsilylethynylbenzoate (prepared in Example 5(a) of patent EP 0,661,258) and 200 ml of dichloromethane are introduced into a round-bottomed flask. 21.6 g (162 mmol) of AlCl3 are added portionwise at 0° C. and the mixture is stirred at room temperature for 8 hours. The reaction medium is poured into ice and extracted with dichloromethane, and the organic phase is separated out aft... The reactants are hydrochloride salt, N (NH3), ON=C(C=1C=NC=NC1)Cl (N-Hydroxypyrimidine-5-carbimidoyl chloride), BrC1=CC=C(C=C1)C#C (1-bromo-4-ethynylbenzene). Product: BrC1=CC=C(C=C1)C1=CC(=NO1)C=1C=NC=NC1 (5-(4-Bromophenyl)-3-(pyrimidin-5-yl)isoxazole). RXN SMILES: [OH:1][N:2]=[C:3](Cl)[C:4]1[CH:5]=[N:6][CH:7]=[N:8][CH:9]=1.[Br:11][C:12]1[CH:17]=[CH:16][C:15]([C:18]#[CH:19])=[CH:14][CH:13]=1.N>>[Br:11][C:12]1[CH:17]=[CH:16][C:15]([C:18]2[O:1][N:2]=[C:3]([C:4]3[CH:5]=[N:6][CH:7]=[N:8][CH:9]=3)[CH:19]=2)=[CH:14][CH:13]=1. Procedure: The titled compound was prepared as the hydrochloride salt according to Method CB using the product of Example 44B (79 mg, 0.5 mmol) and 1-bromo-4-ethynylbenzene (Alfa Aesar, 80 mg, 0.5 mmol). 1H NMR (300 MHz, DMSO-d6) δ 7.77-7.95 (m, 5H), 9.32 (s, 2H), 9.35 (s, 1H) ppm; MS (DCI/NH3) m/z 304 (M+H)+, 302 (M+H)+. As a reaction SMILES: [CH2:1]([CH2:2][CH2:3][CH3:4])[O:5][N:6]=[C:7]([C:8](=[O:9])[O:10][CH2:11][CH3:12])[C:13]([CH3:14])=[O:15].[CH3:21][C:22](=[O:23])[OH:24].[OH2:25].[S:16]([Cl:17])(=[O:18])([Cl:19])=[O:20]>>[CH2:1]([CH2:2][CH2:3][CH3:4])[O:5][N:6]=[C:7]([C:8](=[O:9])[O:10][CH2:11][CH3:12])[C:13]([CH2:14][Cl:19])=[O:15]. The product is CCCCON=C(C(=O)CCl)C(=O)OCC. Reactants: CCCCON=C(C(C)=O)C(=O)OCC, CC(=O)O, O, O=S(=O)(Cl)Cl. The reactants are Cl.C1(CC1)C(C(C1=C(C=CC=C1)F)N1C\C(\C(CC1)S)=C/C=1N=NN(N1)CCCC(=O)OCC)=O ((E)-1-[2-Cyclopropyl-1-(2-fluorophenyl)-2-oxoethyl]-3-({2-[3-(ethoxycarbonyl)propyl]-2H-tetrazol-5-yl}methylidene}-4-sulfanylpiperidine hydrochloride), Cl (hydrochloric acid). The solvent is C(C)#N (acetonitrile). Yields the product Cl.C(=O)(O)CCCN1N=C(N=N1)\C=C\1/CN(CCC1S)C(C(=O)C1CC1)C1=C(C=CC=C1)F ((E)-3-{[2-(3-Carboxypropyl)-2H-tetrazol-5-yl]methylidene}-1-[2-cyclopropyl-1-(2-fluorophenyl)-2-oxoethyl]-4-sulfanylpiperidine hydrochloride). Yield: 99.1%. As a reaction SMILES: [ClH:1].[CH:2]1([C:5](=[O:35])[CH:6]([N:14]2[CH2:19][CH2:18][CH:17]([SH:20])/[C:16](=[CH:21]/[C:22]3[N:23]=[N:24][N:25]([CH2:27][CH2:28][CH2:29][C:30]([O:32]CC)=[O:31])[N:26]=3)/[CH2:15]2)[C:7]2[CH:12]=[CH:11][CH:10]=[CH:9][C:8]=2[F:13])[CH2:4][CH2:3]1.Cl>C(#N)C>[ClH:1].[C:30]([CH2:29][CH2:28][CH2:27][N:25]1[N:24]=[N:23][C:22](/[CH:21]=[C:16]2\[CH2:15][N:14]([CH:6]([C:7]3[CH:12]=[CH:11][CH:10]=[CH:9][C:8]=3[F:13])[C:5]([CH:2]3[CH2:4][CH2:3]3)=[O:35])[CH2:19][CH2:18][CH:17]\2[SH:20])=[N:26]1)([OH:32])=[O:31] |f:0.1,4.5|. Procedure: (E)-1-[2-Cyclopropyl-1-(2-fluorophenyl)-2-oxoethyl]-3-({2-[3-(ethoxycarbonyl)propyl]-2H-tetrazol-5-yl}methylidene}-4-sulfanylpiperidine hydrochloride (854 mg) was treated with 3 N aqueous hydrochloric acid solution (16 ml) at 50° C. for one hour in a similar manner to that described in Example 134. The reaction mixture was concentrated in vacuo, and the residue was purified by preparative HPLC (YMC-Pack ODS-A; YMC, eluent: acetonitrile/0.024 N aqueous hydrochloric acid, 30/70 to 35/65, v/v) to a... Starting materials: O=C([O-])[O-], CCOC(Cc1ccc(O)cc1CC)C(=O)OC, Cc1oc(-c2ccc(OC(C)C)cc2)nc1CCl, [Cs+], [Cs+], [I-], [K+]. The product is CCOC(Cc1ccc(OCc2nc(-c3ccc(OC(C)C)cc3)oc2C)cc1CC)C(=O)OC. RXN SMILES: [C:37](=[O:38])([O-:39])[O-:40].[CH3:1][O:2][C:3]([CH:4]([CH2:5][c:6]1[c:7]([CH2:13][CH3:14])[cH:8][c:9]([OH:12])[cH:10][cH:11]1)[O:15][CH2:16][CH3:17])=[O:18].[Cl:19][CH2:20][c:21]1[n:22][c:23](-[c:27]2[cH:28][cH:29][c:30]([O:33][CH:34]([CH3:35])[CH3:36])[cH:31][cH:32]2)[o:24][c:25]1[CH3:26].[Cs+:41].[Cs+:42].[I-:44].[K+:43]>>[CH3:1][O:2][C:3]([CH:4]([CH2:5][c:6]1[c:7]([CH2:13][CH3:14])[cH:8][c:9]([O:12][CH2:20][c:21]2[n:22][c:23](-[c:27]3[cH:28][cH:29][c:30]([O:33][CH:34]([CH3:35])[CH3:36])[cH:31][cH:32]3)[o:24][c:25]2[CH3:26])[cH:10][cH:11]1)[O:15][CH2:16][CH3:17])=[O:18]. Reactants: CN(CCc1nc(-c2ccccc2)c(-c2ccc(S(N)(=O)=O)cc2)o1)C(=O)OCc1ccccc1, CC(=O)O, CO, [H][H]. Yields the product CNCCc1nc(-c2ccccc2)c(-c2ccc(S(N)(=O)=O)cc2)o1. As a reaction SMILES: [CH3:1][N:2]([C:3]([O:4][CH2:5][c:6]1[cH:7][cH:8][cH:9][cH:10][cH:11]1)=[O:12])[CH2:13][CH2:14][c:15]1[o:16][c:17](-[c:26]2[cH:27][cH:28][c:29]([S:32](=[O:33])(=[O:34])[NH2:35])[cH:30][cH:31]2)[c:18](-[c:20]2[cH:21][cH:22][cH:23][cH:24][cH:25]2)[n:19]1.[CH3:36][C:37](=[O:38])[OH:39].[CH3:42][OH:43].[H:40][H:41]>>[CH3:1][NH:2][CH2:13][CH2:14][c:15]1[o:16][c:17](-[c:26]2[cH:27][cH:28][c:29]([S:32](=[O:33])(=[O:34])[NH2:35])[cH:30][cH:31]2)[c:18](-[c:20]2[cH:21][cH:22][cH:23][cH:24][cH:25]2)[n:19]1. Starting materials: C=O, O=CO, COc1cc2c(c(Cl)c1OC)CCNCC2c1ccc(SC)cc1, [Na+], [OH-]. The product is COc1cc2c(c(Cl)c1OC)CCN(C)CC2c1ccc(SC)cc1. As a reaction SMILES: [CH2:30]=[O:31].[CH:27]([OH:28])=[O:29].[Cl:1][c:2]1[c:3]([O:23][CH3:24])[c:4]([O:21][CH3:22])[cH:5][c:6]2[c:12]1[CH2:11][CH2:10][NH:9][CH2:8][CH:7]2[c:13]1[cH:14][cH:15][c:16]([S:19][CH3:20])[cH:17][cH:18]1.[Na+:26].[OH-:25]>>[Cl:1][c:2]1[c:3]([O:23][CH3:24])[c:4]([O:21][CH3:22])[cH:5][c:6]2[c:12]1[CH2:11][CH2:10][N:9]([CH3:27])[CH2:8][CH:7]2[c:13]1[cH:14][cH:15][c:16]([S:19][CH3:20])[cH:17][cH:18]1.